Dataset: the Open Reaction Database (ORD), a public repository of structured organic reaction records. Task: describe an organic reaction: reactants, conditions, products, and yield Procedure: 4-Bromo-pyridin-2-ylamine (1 eq, 5.78 mmol, 1 g) is added to a solution of chloroacetic aldehyde (5 eq, 28.9 mmol, 5 ml) in EtOH (25 ml). NaHCO3 (2 eq, 11.6 mmol, 971 g) is then added and the reaction mixture is heated at reflux for 17 h. The solvent is then removed in vacuo and the product is purified by flash column chromatography eluting with 9:1 DCM/MeOH to afford 7-bromo-imidazo-[1,2-a]-pyridine as a brown solid; [M+H]+=198 RXN SMILES: [Br:1][C:2]1[CH:7]=[CH:6][N:5]=[C:4]([NH2:8])[CH:3]=1.C([O-])(O)=O.[Na+].[CH3:14][CH2:15]O>>[Br:1][C:2]1[CH:7]=[CH:6][N:5]2[CH:14]=[CH:15][N:8]=[C:4]2[CH:3]=1 |f:1.2|. The product is BrC1=CC=2N(C=C1)C=CN2 (7-bromo-imidazo-[1,2-a]-pyridine). The reactants are BrC1=CC(=NC=C1)N (4-Bromo-pyridin-2-ylamine), chloroacetic aldehyde, CCO (EtOH), C(=O)(O)[O-].[Na+] (NaHCO3). Reactants: P(=O)(O)(O)O.ClC=1C=C(C(=O)C2=C(C=CC=C2)F)C(=CC1)C1=C(C=NN1C)CN (3-chloro-6-(1-methyl-4-aminomethyl-5-pyrazolyl)-2'-fluorobenzophenone monophosphate). Solvent: [OH-].[Na+] (sodium hydroxide), C(Cl)Cl (methylene chloride). Reaction conditions: time 5 minute. Product: ClC1=CC2=C(C3=C(CN=C2C2=C(C=CC=C2)F)C=NN3C)C=C1 (8-chloro-6-(2-fluorophenyl)-1-methyl-1H,4H-pyrazolo[4,3-d](2)benzazepine). RXN SMILES: P(O)(O)(O)=O.[Cl:6][C:7]1[CH:8]=[C:9]([C:19]([C:22]2[N:26]([CH3:27])[N:25]=[CH:24][C:23]=2[CH2:28][NH2:29])=[CH:20][CH:21]=1)[C:10]([C:12]1[CH:17]=[CH:16][CH:15]=[CH:14][C:13]=1[F:18])=O>[OH-].[Na+].C(Cl)Cl>[Cl:6][C:7]1[CH:21]=[CH:20][C:19]2[C:22]3[N:26]([CH3:27])[N:25]=[CH:24][C:23]=3[CH2:28][N:29]=[C:10]([C:12]3[CH:17]=[CH:16][CH:15]=[CH:14][C:13]=3[F:18])[C:9]=2[CH:8]=1 |f:0.1,2.3|. Reported procedure: The suspension of 0.5 g of 3-chloro-6-(1-methyl-4-aminomethyl-5-pyrazolyl)-2'-fluorobenzophenone monophosphate in 20 ml of 0.5N aqueous sodium hydroxide and 50 ml of methylene chloride is shaken for 5 min., the organic layer separated, dried and evaporated, to yield the 8-chloro-6-(2-fluorophenyl)-1-methyl-1H,4H-pyrazolo[4,3-d](2)benzazepine melting at 128°; it is identical with that obtained according to Example 2. Reactants: CO, O=[N+]([O-])c1c(F)cccc1Nc1ccccc1F. The product is Nc1c(F)cccc1Nc1ccccc1F. Reaction SMILES: [CH3:19][OH:20].[F:1][c:2]1[c:3]([N+:16]([O-:17])=[O:18])[c:4]([NH:8][c:9]2[c:10]([F:15])[cH:11][cH:12][cH:13][cH:14]2)[cH:5][cH:6][cH:7]1>>[F:1][c:2]1[c:3]([NH2:16])[c:4]([NH:8][c:9]2[c:10]([F:15])[cH:11][cH:12][cH:13][cH:14]2)[cH:5][cH:6][cH:7]1. Reactants: O (water), O1CCOC12CCNCC2 (1,4-dioxa-8-azaspiro[4.5]decane), FC1=CC(=C(C(=O)OC)C=C1)OC1=CC=CC=C1 (methyl 4-fluoro-2-phenoxybenzoate), C(=O)([O-])[O-].[K+].[K+] (K2CO3). Run in CS(=O)C (dimethylsulfoxide). Yields the product O(C1=CC=CC=C1)C1=C(C(=O)OC)C=CC(=C1)N1CCC2(OCCO2)CC1 (methyl 2-phenoxy-4-(1,4-dioxa-8-azaspiro[4.5]decan-8-yl)benzoate). RXN SMILES: [O:1]1[C:5]2([CH2:10][CH2:9][NH:8][CH2:7][CH2:6]2)[O:4][CH2:3][CH2:2]1.F[C:12]1[CH:21]=[CH:20][C:15]([C:16]([O:18][CH3:19])=[O:17])=[C:14]([O:22][C:23]2[CH:28]=[CH:27][CH:26]=[CH:25][CH:24]=2)[CH:13]=1.C([O-])([O-])=O.[K+].[K+].O>CS(C)=O>[O:22]([C:14]1[CH:13]=[C:12]([N:8]2[CH2:9][CH2:10][C:5]3([O:4][CH2:3][CH2:2][O:1]3)[CH2:6][CH2:7]2)[CH:21]=[CH:20][C:15]=1[C:16]([O:18][CH3:19])=[O:17])[C:23]1[CH:24]=[CH:25][CH:26]=[CH:27][CH:28]=1 |f:2.3.4|. Procedure: 1,4-dioxa-8-azaspiro[4.5]decane (1.18 g), methyl 4-fluoro-2-phenoxybenzoate (1.85 g), and K2CO3 (1.14 g) was stirred at 125° C. in dimethylsulfoxide (25 mL) for 24 hours. The mixture was cooled, poured into 300 mL water, extracted three times with ether, and the ether extracts were combined, rinsed three times with water, and brine, and concentrated. The residue was chromatographed on silica gel using 10-30% ethyl acetate in hexanes as eluent to give the title compound. Starting materials: C1CCC2CC=CC=C12.C1C=CC2C1C3CC2C=C3 (tetrahydroindene dicyclopentadiene), C1C=CC2C1C3CC2C=C3 (dicyclopentadiene). Yields the product C1CCC2CC=CC=C12 (tetrahydroindene). Reaction SMILES: [CH2:1]1[C:9]2[CH:4]([CH2:5][CH:6]=[CH:7][CH:8]=2)[CH2:3][CH2:2]1.C1C2C3C=CC(C2C=C1)C3.C1C2C3C=CC(C2C=C1)C3>>[CH2:3]1[C:4]2[CH:9]([CH2:8][CH:7]=[CH:6][CH:5]=2)[CH2:1][CH2:2]1 |f:0.1|. Procedure details: A reaction is carried out with a system consisting of one decomposition reactor, one Diels Alder reactor and two distillation column. A mixture of a starting dicyclopentadiene material containing tetrahydroindene and a solvent (weight ratio of 2:5) is continuously fed to the decomposition reactor, and a reaction is carried out at the same temperature, pressure, reaction time and quantity of charged solvent as in Example 4. The ratio of tetrahydroindene/dicyclopentadiene (by weight) in the liquid... Reported procedure: prepared by reaction of 1-(3,4-Dimethoxy-benzyl)-5,6,7-trimethoxy-1,2,3,4-tetrahydroisoquinoline and 2-bromoacetyl bromide with (1R,2S)-1-amino-2-indanol Starting materials: COC=1C=C(CC2NCCC3=C(C(=C(C=C23)OC)OC)OC)C=CC1OC (1-(3,4-Dimethoxy-benzyl)-5,6,7-trimethoxy-1,2,3,4-tetrahydroisoquinoline), BrCC(=O)Br (2-bromoacetyl bromide), N[C@H]1[C@H](CC2=CC=CC=C12)O ((1R,2S)-1-amino-2-indanol). The product is COC=1C=C(CC2N(CCC3=C(C(=C(C=C23)OC)OC)OC)CC(=O)N[C@H]2[C@H](CC3=CC=CC=C23)O)C=CC1OC (2-[1-(3,4-Dimethoxy-benzyl)-5,6,7-trimethoxy-3,4-dihydro-1H-isoquinolin-2-yl]-N-[(1R,2S)-2-hydroxy-indan-1-yl]-acetamide). RXN SMILES: [CH3:1][O:2][C:3]1[CH:4]=[C:5]([CH:23]=[CH:24][C:25]=1[O:26][CH3:27])[CH2:6][CH:7]1[C:16]2[C:11](=[C:12]([O:21][CH3:22])[C:13]([O:19][CH3:20])=[C:14]([O:17][CH3:18])[CH:15]=2)[CH2:10][CH2:9][NH:8]1.Br[CH2:29][C:30](Br)=[O:31].[NH2:33][C@@H:34]1[C:42]2[C:37](=[CH:38][CH:39]=[CH:40][CH:41]=2)[CH2:36][C@@H:35]1[OH:43]>>[CH3:1][O:2][C:3]1[CH:4]=[C:5]([CH:23]=[CH:24][C:25]=1[O:26][CH3:27])[CH2:6][CH:7]1[C:16]2[C:11](=[C:12]([O:21][CH3:22])[C:13]([O:19][CH3:20])=[C:14]([O:17][CH3:18])[CH:15]=2)[CH2:10][CH2:9][N:8]1[CH2:29][C:30]([NH:33][C@@H:34]1[C:42]2[C:37](=[CH:38][CH:39]=[CH:40][CH:41]=2)[CH2:36][C@@H:35]1[OH:43])=[O:31]. Reactants: NC1=CC(=C(C=C1)CN1C[C@@H](N(CC1)C(=O)OC(C)(C)C)C)C (1,1-Dimethylethyl (2S)-4-[(4-amino-2-methylphenyl)methyl]-2-methyl-1-piperazinecarboxylate), BrC=1C=NC=C(C1)S(=O)(=O)Cl (3-bromopyridine-5-sulfonyl chloride). Conditions: time 8 hour. Product: BrC=1C=C(C=NC1)S(=O)(=O)NC1=CC(=C(C=C1)CN1C[C@@H](N(CC1)C(=O)OC(C)(C)C)C)C (1,1-Dimethylethyl (2S)-4-[(4-{[(5-bromo-3-pyridinyl)sulfonyl]amino}-2-methyl phenyl)methyl]-2-methyl-1-piperazinecarboxylate). RXN SMILES: [NH2:1][C:2]1[CH:7]=[CH:6][C:5]([CH2:8][N:9]2[CH2:14][CH2:13][N:12]([C:15]([O:17][C:18]([CH3:21])([CH3:20])[CH3:19])=[O:16])[C@@H:11]([CH3:22])[CH2:10]2)=[C:4]([CH3:23])[CH:3]=1.[Br:24][C:25]1[CH:26]=[N:27][CH:28]=[C:29]([S:31](Cl)(=[O:33])=[O:32])[CH:30]=1>>[Br:24][C:25]1[CH:30]=[C:29]([S:31]([NH:1][C:2]2[CH:7]=[CH:6][C:5]([CH2:8][N:9]3[CH2:14][CH2:13][N:12]([C:15]([O:17][C:18]([CH3:19])([CH3:21])[CH3:20])=[O:16])[C@@H:11]([CH3:22])[CH2:10]3)=[C:4]([CH3:23])[CH:3]=2)(=[O:33])=[O:32])[CH:28]=[N:27][CH:26]=1. Reported procedure: The title compound was prepared from D7 and 3-bromopyridine-5-sulfonyl chloride using a method similar to that described for D15 except that the reaction time was overnight and column chromatography was carried out eluting with 0-100% Et2O/petroleum ether. δH (CDCl3, 400 MHz) 8.83 (1H, d), 8.80 (1H, d), 8.12 (1H, t), 7.16 (1H, d), 7.13 (1H, br.s), 6.92 (1H, d), 6.86 (1H, dd), 4.17 (1H, br.s), 3.77 (1H, d), 3.34 (2H, s), 2.99 (1H, m), 2.64 (1H, m), 2.51 (1H, d), 2.31 (3H, s), 2.14 (1H, m), 1.96 (...